Dataset: the Open Reaction Database (ORD), a public repository of structured organic reaction records. Task: describe an organic reaction: reactants, conditions, products, and yield Reactants: NC1=CC=C(C=C1)C(C(=O)NC=1SC=CN1)CC1CCCC1 (2-(4-amino-phenyl)-3-cyclopentyl-N-thiazol-2-yl-propionamide), C(C)(C)N(C(C)C)CC (N,N-diisopropylethylamine), C(C)(=O)OCC(=O)Cl (acetoxy acetyl chloride). Run in O1CCCC1 (tetrahydrofuran). Conditions: temperature 25 celsius, time 5 hour. The product is C1(CCCC1)CC(C(NC=1SC=CN1)=O)C1=CC=C(C=C1)NC(=O)COC(C)=O (acetic acid {4-[2-cyclopentyl-1-(thiazol-2-ylcarbamoyl)-ethyl]-phenylcarbamoyl}-methyl ester). The yield is 22.9%. RXN SMILES: [NH2:1][C:2]1[CH:7]=[CH:6][C:5]([CH:8]([CH2:17][CH:18]2[CH2:22][CH2:21][CH2:20][CH2:19]2)[C:9]([NH:11][C:12]2[S:13][CH:14]=[CH:15][N:16]=2)=[O:10])=[CH:4][CH:3]=1.C(N(CC)C(C)C)(C)C.[C:32]([O:35][CH2:36][C:37](Cl)=[O:38])(=[O:34])[CH3:33]>O1CCCC1>[CH:18]1([CH2:17][CH:8]([C:5]2[CH:4]=[CH:3][C:2]([NH:1][C:37]([CH2:36][O:35][C:32](=[O:34])[CH3:33])=[O:38])=[CH:7][CH:6]=2)[C:9](=[O:10])[NH:11][C:12]2[S:13][CH:14]=[CH:15][N:16]=2)[CH2:22][CH2:21][CH2:20][CH2:19]1. Procedure details: A solution of 2-(4-amino-phenyl)-3-cyclopentyl-N-thiazol-2-yl-propionamide (prepared in Example 3, 105 mg, 0.33 mmol) in tetrahydrofuran (10 mL) was treated with N,N-diisopropylethylamine (0.068 mL, 0.40 mmol) and acetoxy acetyl chloride (0.03 mL, 0.33 mmol). The reaction mixture was stirred at 25° C. for 5 h. At this time, the reaction was concentrated in vacuo. High pressure liquid chromatography (Chromegasphere SI-60, 10 μM, 60 Å, 25 cm×23 cm ID, 50/50 heptane/ethyl acetate) afforded acetic a... Reactants: NC(=O)c1nn(-c2c(Cl)cc(C(F)(F)F)cc2Cl)cc1OC(F)(F)C(F)Cl, ClCCl, O, O=P(Cl)(Cl)Cl. The product is N#Cc1nn(-c2c(Cl)cc(C(F)(F)F)cc2Cl)cc1OC(F)(F)C(F)Cl. As a reaction SMILES: [C:1]([NH2:2])(=[O:3])[c:4]1[n:5][n:6](-[c:16]2[c:17]([Cl:27])[cH:18][c:19]([C:23]([F:24])([F:25])[F:26])[cH:20][c:21]2[Cl:22])[cH:7][c:8]1[O:9][C:10]([CH:11]([F:12])[Cl:13])([F:14])[F:15].[Cl:34][CH2:35][Cl:36].[OH2:33].[P:28]([Cl:29])([Cl:30])([Cl:31])=[O:32]>>[C:1](#[N:2])[c:4]1[n:5][n:6](-[c:16]2[c:17]([Cl:27])[cH:18][c:19]([C:23]([F:24])([F:25])[F:26])[cH:20][c:21]2[Cl:22])[cH:7][c:8]1[O:9][C:10]([CH:11]([F:12])[Cl:13])([F:14])[F:15]. Reactants: Nc1cccc(-c2cccc3c2C(=Cc2ccc[nH]2)C(=O)N3)c1, c1ccncc1, O=S(=O)(Cl)c1cccs1. The product is O=C1Nc2cccc(-c3cccc(NS(=O)(=O)c4cccs4)c3)c2C1=Cc1ccc[nH]1. Reaction SMILES: [NH2:1][c:2]1[cH:3][c:4](-[c:8]2[c:9]3[c:13]([cH:14][cH:15][cH:16]2)[NH:12][C:11](=[O:17])[C:10]3=[CH:18][c:19]2[nH:20][cH:21][cH:22][cH:23]2)[cH:5][cH:6][cH:7]1.[cH:33]1[cH:34][cH:35][n:36][cH:37][cH:38]1.[s:24]1[c:25]([S:29](=[O:30])(=[O:31])[Cl:32])[cH:26][cH:27][cH:28]1>>[NH:1]([c:2]1[cH:3][c:4](-[c:8]2[c:9]3[c:13]([cH:14][cH:15][cH:16]2)[NH:12][C:11](=[O:17])[C:10]3=[CH:18][c:19]2[nH:20][cH:21][cH:22][cH:23]2)[cH:5][cH:6][cH:7]1)[S:29]([c:25]1[s:24][cH:28][cH:27][cH:26]1)(=[O:30])=[O:31]. Reactants: BrB(Br)Br, CCN(CC)C(=O)c1ccc2c(c1)Oc1c(OC)cccc1N2C1CCN(Cc2ccccc2)CC1, ClCCl, [Na+], O=C([O-])O. The product is CCN(CC)C(=O)c1ccc2c(c1)Oc1c(O)cccc1N2C1CCN(Cc2ccccc2)CC1. As a reaction SMILES: [B:37]([Br:38])([Br:39])[Br:40].[CH2:1]([CH3:2])[N:3]([C:4](=[O:5])[c:6]1[cH:7][cH:8][c:9]2[c:18]([cH:19]1)[O:17][c:16]1[c:11]([cH:12][cH:13][cH:14][c:15]1[O:20][CH3:21])[N:10]2[CH:22]1[CH2:23][CH2:24][N:25]([CH2:28][c:29]2[cH:30][cH:31][cH:32][cH:33][cH:34]2)[CH2:26][CH2:27]1)[CH2:35][CH3:36].[CH2:46]([Cl:47])[Cl:48].[Na+:45].[O-:41][C:42]([OH:43])=[O:44]>>[CH2:1]([CH3:2])[N:3]([C:4](=[O:5])[c:6]1[cH:7][cH:8][c:9]2[c:18]([cH:19]1)[O:17][c:16]1[c:11]([cH:12][cH:13][cH:14][c:15]1[OH:20])[N:10]2[CH:22]1[CH2:23][CH2:24][N:25]([CH2:28][c:29]2[cH:30][cH:31][cH:32][cH:33][cH:34]2)[CH2:26][CH2:27]1)[CH2:35][CH3:36]. Reactants: [Li+].[OH-] (LiOH), COC(CCC\C=C/C[C@@H]1[C@H](CCC1=O)C1=CC=C(C=C1)C(O)C1CCCCC1)=O ((Z)-7-{(1R,2S)-2-[4-(Cyclohexyl-hydroxy-methyl)-phenyl]-5-oxo-cyclopentyl}-hept-5-enoic acid methyl ester), Cl (HCl). Run in C1CCOC1 (THF). Reaction conditions: time 8 hour. The product is C1(CCCCC1)C(C1=CC=C(C=C1)[C@@H]1[C@H](C(CC1)=O)C\C=C/CCCC(=O)O)O ((Z)-7-{(1R,2S)-2-[4-(Cyclohexyl-hydroxy-methyl)-phenyl]-5-oxo-cyclopentyl}-hept-5-enoic acid). The yield is 102.9%. RXN SMILES: [Li+].[OH-].C[O:4][C:5](=[O:32])[CH2:6][CH2:7][CH2:8]/[CH:9]=[CH:10]\[CH2:11][C@H:12]1[C:16](=[O:17])[CH2:15][CH2:14][C@@H:13]1[C:18]1[CH:23]=[CH:22][C:21]([CH:24]([CH:26]2[CH2:31][CH2:30][CH2:29][CH2:28][CH2:27]2)[OH:25])=[CH:20][CH:19]=1.Cl>C1COCC1>[CH:26]1([CH:24]([OH:25])[C:21]2[CH:20]=[CH:19][C:18]([C@H:13]3[CH2:14][CH2:15][C:16](=[O:17])[C@@H:12]3[CH2:11]/[CH:10]=[CH:9]\[CH2:8][CH2:7][CH2:6][C:5]([OH:32])=[O:4])=[CH:23][CH:22]=2)[CH2:31][CH2:30][CH2:29][CH2:28][CH2:27]1 |f:0.1|. Reported procedure: LiOH (1 mL, 1 mmol, 1 M) was added to a solution of 4 (43 mg, 0.10 mmol) in THF (5.5 mL). The mixture was stirred overnight and then 1 M HCl was added. The resulting mixture was extracted with dichloromethane (3×25 mL) and the combined organic solution was dried (Na2SO4), filtered and evaporated. Flash chromatography on silica gel (3% methanol/dichloromethane) gave 5 (41 mg, 100%). Starting materials: CC(C[Si](Cl)(Cl)C1CCCCC1)CCl ((2-methyl-3-chloropropyl)-cyclohexyl-dichlorosilane), C(CC)O (n-propanol), C(CC)O (n-propanol), Cl (hydrogen chloride). Yields the product CC(C[Si](OCCC)(OCCC)C1CCCCC1)CCl ((2-Methyl-3-chloropropyl)-cyclohexyl-dipropoxysilane). As a reaction SMILES: [CH3:1][CH:2]([CH2:13][Cl:14])[CH2:3][Si:4]([CH:7]1[CH2:12][CH2:11][CH2:10][CH2:9][CH2:8]1)(Cl)Cl.[CH2:15]([OH:18])[CH2:16][CH3:17].Cl>>[CH3:1][CH:2]([CH2:13][Cl:14])[CH2:3][Si:4]([CH:7]1[CH2:12][CH2:11][CH2:10][CH2:9][CH2:8]1)([O:18][CH2:15][CH2:16][CH3:17])[O:18][CH2:15][CH2:16][CH3:17]. Procedure details: The same apparatus as that described in Example 1 was used. 1367 g (5 mols) of (2-methyl-3-chloropropyl)-cyclohexyl-dichlorosilane were introduced into the flask. At a starting temperature of 60° C., 300 g (5 mols) of n-propanol were added at a uniform rate over a period of 140 minutes. Thereafter the mixture was heated in 120 minutes to 145° C., accompanied by the escape of dissolved hydrogen chloride. The system was from this time forward evacuated to such an extent that it began to boil at a ...